Dataset: the Open Reaction Database (ORD), a public repository of structured organic reaction records. Task: describe an organic reaction: reactants, conditions, products, and yield Reactants: C(C1=CC=CC=C1)OC(=O)N1CCN(CC1)C1=CC=C(C=C1)N1CCC(CC1)(C1=CC=C(C=C1)OCCCCOC)O (4-[4-[4-hydroxy-4-[4-(4-methoxybutoxy)phenyl]piperidin-1-yl]phenyl]piperazine-1-carboxylic acid benzyl ester), FC(C(=O)O)(F)F (trifluoroacetic acid), [OH-].[Na+] (sodium hydroxide), CO (methanol). The solvent is ClCCl (dichloromethane), ClCCl (dichloromethane). Run at temperature 0 celsius, time 6 hour. Yields the product C(C1=CC=CC=C1)OC(=O)N1CCN(CC1)C1=CC=C(C=C1)N1CCC(=CC1)C1=CC=C(C=C1)OCCCCOC (4-[4-[4-[4-(4-methoxybutoxy)phenyl]-3,6-dihydro-2H-pyridin-1-yl]phenyl]piperazine-1-carboxylic acid benzyl ester). Isolated yield 67.5%. As a reaction SMILES: [CH2:1]([O:8][C:9]([N:11]1[CH2:16][CH2:15][N:14]([C:17]2[CH:22]=[CH:21][C:20]([N:23]3[CH2:28][CH2:27][C:26](O)([C:29]4[CH:34]=[CH:33][C:32]([O:35][CH2:36][CH2:37][CH2:38][CH2:39][O:40][CH3:41])=[CH:31][CH:30]=4)[CH2:25][CH2:24]3)=[CH:19][CH:18]=2)[CH2:13][CH2:12]1)=[O:10])[C:2]1[CH:7]=[CH:6][CH:5]=[CH:4][CH:3]=1.FC(F)(F)C(O)=O.[OH-].[Na+].CO>ClCCl>[CH2:1]([O:8][C:9]([N:11]1[CH2:16][CH2:15][N:14]([C:17]2[CH:22]=[CH:21][C:20]([N:23]3[CH2:24][CH:25]=[C:26]([C:29]4[CH:30]=[CH:31][C:32]([O:35][CH2:36][CH2:37][CH2:38][CH2:39][O:40][CH3:41])=[CH:33][CH:34]=4)[CH2:27][CH2:28]3)=[CH:19][CH:18]=2)[CH2:13][CH2:12]1)=[O:10])[C:2]1[CH:7]=[CH:6][CH:5]=[CH:4][CH:3]=1 |f:2.3|. Procedure details: To a solution of 4-[4-[4-hydroxy-4-[4-(4-methoxybutoxy)phenyl]piperidin-1-yl]phenyl]piperazine-1-carboxylic acid benzyl ester (3.41 g) in dichloromethane (50 ml) was added trifluoroacetic acid (8.5 ml) at 0° C. The reaction mixture was stirred at 0° C. for 1 hour and at room temperature for further 6 hours. To the reaction mixture was added 1 mol/ml sodium hydroxide solution (170 ml), dichloromethane (136 ml) and methanol (14 ml). The organic layer was washed with water and brine, dried over mag... The reactants are O (water), O1CCOC2=C1C=CC(=C2)CC(=O)O (1,4-benzodioxane-6-acetic acid), C([O-])([O-])=O.[K+].[K+] (potassium carbonate), C(C1=CC=CC=C1)Br (benzyl bromide). Run in CN(C=O)C (dimethylformamide). Conditions: time 3 hour. The product is O1CCOC2=C1C=CC(=C2)CC(=O)OCC2=CC=CC=C2 (benzyl 1,4-benzodioxane-6-acetate). Isolated yield 96.7%. RXN SMILES: [O:1]1[C:6]2[CH:7]=[CH:8][C:9]([CH2:11][C:12]([OH:14])=[O:13])=[CH:10][C:5]=2[O:4][CH2:3][CH2:2]1.C(=O)([O-])[O-].[K+].[K+].[CH2:21](Br)[C:22]1[CH:27]=[CH:26][CH:25]=[CH:24][CH:23]=1.O>CN(C)C=O>[O:1]1[C:6]2[CH:7]=[CH:8][C:9]([CH2:11][C:12]([O:14][CH2:21][C:22]3[CH:27]=[CH:26][CH:25]=[CH:24][CH:23]=3)=[O:13])=[CH:10][C:5]=2[O:4][CH2:3][CH2:2]1 |f:1.2.3|. Procedure details: To a solution of 1,4-benzodioxane-6-acetic acid (5.0 g) and potassium carbonate (2.13 g) in dimethylformamide (20 ml) was added benzyl bromide (4.84 g) at room temperature. After being stirred at the same temperature for 3 hours, the mixture was poured into water (200 ml) and extracted with diethyl ether (150 ml). The organic layer was washed with 5% hydrochloric acid solution, 1M aqueous sodium bicarbonate solution and brine, dried over magnesium sulfate, and concentrated in vacuo to afford ben... Reactants: COc1cc(B(O)O)ccc1Cl, FC(F)(F)c1ccc(Cl)nc1. Product: COc1cc(-c2ccc(C(F)(F)F)cn2)ccc1Cl. RXN SMILES: [Cl:12][c:13]1[c:14]([O:22][CH3:23])[cH:15][c:16]([B:19]([OH:20])[OH:21])[cH:17][cH:18]1.[Cl:1][c:2]1[n:3][cH:4][c:5]([C:8]([F:9])([F:10])[F:11])[cH:6][cH:7]1>>[c:2]1(-[c:16]2[cH:15][c:14]([O:22][CH3:23])[c:13]([Cl:12])[cH:18][cH:17]2)[n:3][cH:4][c:5]([C:8]([F:9])([F:10])[F:11])[cH:6][cH:7]1. The reactants are C[C@@H]1N(CCN(CCN(CCN(CCN(C1)S(=O)(=O)C1=CC=C(C=C1)C)S(=O)(=O)C1=CC=C(C=C1)C)S(=O)(=O)C1=CC=C(C=C1)C)S(=O)(=O)C1=CC=C(C=C1)C)S(=O)(=O)C1=CC=C(C=C1)C ((S)-2-methyl-1,4,7,10,13-penta(p-toluenesulfonyl)-1,4,7,10,13-pentaazacyclopentadecane), C(C)O (ethanol), Example 3C, OS(=O)(=O)O (H2SO4). The solvent is C(C)OCC (ethyl ether). Reaction conditions: temperature 100 celsius, time 71 hour. The product is C[C@@H]1NCCNCCNCCNCCNC1 ((S)-2-Methyl-1,4,7,10,13-pentaazacyclopentadecane). Isolated yield 12.0%. Reaction SMILES: [CH3:1][C@H:2]1[CH2:16][N:15](S(C2C=CC(C)=CC=2)(=O)=O)[CH2:14][CH2:13][N:12](S(C2C=CC(C)=CC=2)(=O)=O)[CH2:11][CH2:10][N:9](S(C2C=CC(C)=CC=2)(=O)=O)[CH2:8][CH2:7][N:6](S(C2C=CC(C)=CC=2)(=O)=O)[CH2:5][CH2:4][N:3]1S(C1C=CC(C)=CC=1)(=O)=O.OS(O)(=O)=O.C(O)C>C(OCC)C>[CH3:1][C@H:2]1[CH2:16][NH:15][CH2:14][CH2:13][NH:12][CH2:11][CH2:10][NH:9][CH2:8][CH2:7][NH:6][CH2:5][CH2:4][NH:3]1. Procedure details: A mixture of (S)-2-methyl-1,4,7,10,13-penta(p-toluenesulfonyl)-1,4,7,10,13-pentaazacyclopentadecane prepared as in Example 3C (22.9 g, 0.0229-mole) and concentrated H2SO4 (85 ml) was heated at 100° C. with stirring under a dry argon atmosphere for 71 h. To the resulting brown solution, ethanol (100 ml) was added dropwise with stirring at 0° C. followed by ethyl ether 1l). The dark brown solid was filtered and washed thoroughly with ethyl ether. The solid was then dissolved in H2O (100 ml) and th... Reactants: IC=1C=C(C=CC1)CCCCCCCCCCCC(=O)O (12-m-iodophenyldodecanoic acid), B.C1CCOC1 (BH3THF). Run in C1CCOC1 (THF). Conditions: time 20 hour. Product: compound 8, IC=1C=C(C=CC1)CCCCCCCCCCCCO (12-m-iodophenyldodecanol). Isolated yield 98.5%. RXN SMILES: [I:1][C:2]1[CH:3]=[C:4]([CH2:8][CH2:9][CH2:10][CH2:11][CH2:12][CH2:13][CH2:14][CH2:15][CH2:16][CH2:17][CH2:18][C:19](O)=[O:20])[CH:5]=[CH:6][CH:7]=1.B.C1COCC1>C1COCC1>[I:1][C:2]1[CH:3]=[C:4]([CH2:8][CH2:9][CH2:10][CH2:11][CH2:12][CH2:13][CH2:14][CH2:15][CH2:16][CH2:17][CH2:18][CH2:19][OH:20])[CH:5]=[CH:6][CH:7]=1 |f:1.2|. Procedure: Anhydrous THF (20 ml) was added to a flame-dried 100 ml two-necked flask contain 12-m-iodophenyldodecanoic acid (3.30 g, 8.21 mmol). The solution was cooled in an ice bath before BH3THF (15.0 ml, 1 M) was added dropwise. The reaction mixture was allowed to warm to room temperature and to stir under anhydrous conditions for 20 hours. The reaction mixture was again cooled to 0° C. and quenched with H2O. Ether and additional H2O were then added. The ether layer was extracted with H2O, sat. NaHCO3, ... Starting materials: ClC(Cl)Cl, Cc1ccc(S(=O)(=O)Cl)cc1, c1ccncc1, OCCc1ccco1. The product is Cc1ccc(S(=O)(=O)OCCc2ccco2)cc1. Reaction SMILES: [CH:26]([Cl:27])([Cl:28])[Cl:29].[c:9]1([CH3:19])[cH:10][cH:11][c:12]([S:15](=[O:16])(=[O:17])[Cl:18])[cH:13][cH:14]1.[cH:20]1[cH:21][cH:22][n:23][cH:24][cH:25]1.[o:1]1[c:2]([CH2:6][CH2:7][OH:8])[cH:3][cH:4][cH:5]1>>[o:1]1[c:2]([CH2:6][CH2:7][O:8][S:15]([c:12]2[cH:11][cH:10][c:9]([CH3:19])[cH:14][cH:13]2)(=[O:16])=[O:17])[cH:3][cH:4][cH:5]1. Reactants: alcohol, [H-].[H-].[H-].[H-].[Li+].[Al+3] (LiAlH4), N1=CNC2=C1C=CC(=C2)C(=O)O (5-benzimidazolecarboxylic acid). The reagents and catalysts are [O-2].[Mn+4].[O-2] (manganese (IV) oxide). Solvent: CO (MeOH), C(Cl)Cl (CH2Cl2), CO (MeOH), C1CCOC1 (THF). Conditions: time 24 hour. The product is N1C=NC2=C1C=CC(=C2)C=O (1H-benzoimidazole-5-carbaldehyde). Yield: 30.9%. As a reaction SMILES: [H-].[H-].[H-].[H-].[Li+].[Al+3].[N:7]1[C:11]2[CH:12]=[CH:13][C:14]([C:16](O)=[O:17])=[CH:15][C:10]=2[NH:9][CH:8]=1>C1COCC1.C(Cl)Cl.CO.[O-2].[Mn+4].[O-2]>[NH:7]1[C:11]2[CH:12]=[CH:13][C:14]([CH:16]=[O:17])=[CH:15][C:10]=2[N:9]=[CH:8]1 |f:0.1.2.3.4.5,10.11.12|. Procedure: LiAlH4 (1.0 m in THF, 10 mL, 10 mmol) was added dropwise to a suspension of 5-benzimidazolecarboxylic acid (500 mg, 3.08 mmol) in THF (20 mL) at 0° C. The reaction mixture was warmed to room temperature and stirred for 24 h followed by heating at 50° C. for an addition 24 h. MeOH (4×5 mL) was added and the solution was concentrated between each addition. The resulting brown syrup was dried in vacuo for 3 h. The syrup was dissolved in 100:1—CH2Cl2:MeOH, filtered through celite and concentrated to... Starting materials: CC(C)(C)c1ccc([N+](=O)[O-])cc1Cl, CC(=O)O, [O-][Cl+2]([O-])O, [Zn]. Yields the product CC(C)(C)c1ccc(N)cc1Cl. RXN SMILES: [C:5]([CH3:6])([CH3:7])([CH3:8])[c:9]1[c:10]([Cl:18])[cH:11][c:12]([N+:15]([O-:16])=[O:17])[cH:13][cH:14]1.[CH3:20][C:21](=[O:22])[OH:23].[Cl+2:1]([OH:2])([O-:3])[O-:4].[Zn:19]>>[C:5]([CH3:6])([CH3:7])([CH3:8])[c:9]1[c:10]([Cl:18])[cH:11][c:12]([NH2:15])[cH:13][cH:14]1. Starting materials: ClC=1C(=C(C(=O)O)C=CC1Cl)S (3,4-dichloro-2-mercaptobenzoic acid), S(O)(O)(=O)=O (sulphuric acid), C(C)O (ethanol). Product: ClC=1C(=C(C(=O)OCC)C=CC1Cl)S (ethyl 3,4-dichloro-2-mercaptobenzoate). As a reaction SMILES: [Cl:1][C:2]1[C:3]([SH:12])=[C:4]([CH:8]=[CH:9][C:10]=1[Cl:11])[C:5]([OH:7])=[O:6].S(=O)(=O)(O)O.[CH2:18](O)[CH3:19]>>[Cl:1][C:2]1[C:3]([SH:12])=[C:4]([CH:8]=[CH:9][C:10]=1[Cl:11])[C:5]([O:7][CH2:18][CH3:19])=[O:6]. Reported procedure: A solution of 3,4-dichloro-2-mercaptobenzoic acid (17.78 g) and concentrated sulphuric acid (3.75 ml) in ethanol was heated at reflux for 20 hours. After cooling the mixture was evaporated and the residue suspended in dichloromethane, washed with water, sodium bicarbonate, water, dried (anhydrous magnesium sulphate) and filtered. The filtrate was evaporated to dryness. The residue was triturated with hexane to give ethyl 3,4-dichloro-2-mercaptobenzoate (7.96 g) as a yellow solid NMR (CDCl3) 1.3(... Reactants: ClC1=NC2=CC=C(C=C2C(=N1)C1=CC=CC=C1)Cl (2,6-dichloro-4-phenylquinazoline), OCCN1C(C=2C(C1=O)=CC=CC2)=O (N-(2-hydroxyethyl)phthalimide). The product is ClC=1C=C2C(=NC(=NC2=CC1)OCCN1C(C=2C(C1=O)=CC=CC2)=O)C2=CC=CC=C2 (6-chloro-4-phenyl-2-(2-phthalimidoethoxy)quinazoline). The yield is 48.6%. Reaction SMILES: Cl[C:2]1[N:11]=[C:10]([C:12]2[CH:17]=[CH:16][CH:15]=[CH:14][CH:13]=2)[C:9]2[C:4](=[CH:5][CH:6]=[C:7]([Cl:18])[CH:8]=2)[N:3]=1.[OH:19][CH2:20][CH2:21][N:22]1[C:26](=[O:27])[C:25]2=[CH:28][CH:29]=[CH:30][CH:31]=[C:24]2[C:23]1=[O:32]>>[Cl:18][C:7]1[CH:8]=[C:9]2[C:4](=[CH:5][CH:6]=1)[N:3]=[C:2]([O:19][CH2:20][CH2:21][N:22]1[C:26](=[O:27])[C:25]3=[CH:28][CH:29]=[CH:30][CH:31]=[C:24]3[C:23]1=[O:32])[N:11]=[C:10]2[C:12]1[CH:17]=[CH:16][CH:15]=[CH:14][CH:13]=1. Procedure details: In the same manner as in Synthesis Example 6, 500 mg of 2,6-dichloro-4-phenylquinazoline (compound No. Ia1-3) and 382 mg of N-(2-hydroxyethyl)phthalimide were reacted to obtain 380 mg of 6-chloro-4-phenyl-2-(2-phthalimidoethoxy)quinazoline. Mp. 154.7° C. 1H NMR (CDCl3): 4.25 (2H, t, J=5.8 Hz), 4.84 (2H, t, J=5.8 Hz), 7.53-7.60 (3H, m), 7.67-7.71 (3H, m), 7.72-7.76 (3H, m), 7.78-7.82 (2H, m), 7.97 (1H, d, J=2.2 Hz).